This data is from the Open Reaction Database (ORD), a public repository of structured organic reaction records. The task is: describe an organic reaction: reactants, conditions, products, and yield Starting materials: Cl.CN(CCCN=C=NCC)C (N-[3-(dimethylamino)propyl]-N′-ethylcarbodiimide hydrochloride), (S)-2-methyl-1H-indoline, [Na] (sodium), CC1CN(CCO1)C=1N=C(NC(C1)=O)CC(=O)O ([4-(2-methylmorpholin-4-yl)-6-oxo-1,6-dihydropyrimidin-2-yl]acetic acid), N1=CC=CC=C1 (pyridine), CN(C)C=O (DMF). Procedure details: A solution of 500 mg of the sodium salt of [4-(2-methylmorpholin-4-yl)-6-oxo-1,6-dihydropyrimidin-2-yl]acetic acid obtained above in 7.5 ml of DMF and 7.5 ml of pyridine is placed in a round-bottomed flask, and then 420 mg of N-[3-(dimethylamino)propyl]-N′-ethylcarbodiimide hydrochloride and 0.27 g of (S)-2-methyl-1H-indoline (CAS 22160-09-4) are added. The reaction mixture is stirred at ambient temperature for 48 h. 50 ml of water are added and the mixture is extracted with 3 times approximatel... As a reaction SMILES: [Na].[CH3:2][CH:3]1[O:8][CH2:7][CH2:6][N:5]([C:9]2[N:10]=[C:11]([CH2:16][C:17]([OH:19])=O)[NH:12][C:13](=[O:15])[CH:14]=2)[CH2:4]1.[N:20]1[CH:25]=[CH:24][CH:23]=[CH:22][CH:21]=1.Cl.CN(C)[CH2:29][CH2:30][CH2:31]N=C=NCC.[CH3:38]N(C=O)C>O>[CH3:38][C@H:25]1[CH2:24][C:23]2[C:22](=[CH:21][CH:29]=[CH:30][CH:31]=2)[N:20]1[C:17](=[O:19])[CH2:16][C:11]1[NH:12][C:13](=[O:15])[CH:14]=[C:9]([N:5]2[CH2:6][CH2:7][O:8][CH:3]([CH3:2])[CH2:4]2)[N:10]=1 |f:3.4,^1:0|. Product: C[C@@H]1N(C2=CC=CC=C2C1)C(CC1=NC(=CC(N1)=O)N1CC(OCC1)C)=O ((+)-2-[2-((S)-2-Methyl-2,3-dihydroindol-1-yl)-2-oxoethyl]-6-(2-methylmorpholin-4-yl)-3H-pyrimidin-4-one). Reaction conditions: time 48 hour. The solvent is O (water). Starting materials: O=C(Cl)CCl, ClCCl, Cl, Nc1ccc(O)cc1O. The product is O=C(CCl)Nc1ccc(O)cc1O. Reaction SMILES: [Cl:11][CH2:12][C:13](=[O:14])[Cl:15].[Cl:16][CH2:17][Cl:18].[ClH:1].[NH2:2][c:3]1[c:4]([OH:10])[cH:5][c:6]([OH:7])[cH:8][cH:9]1>>[NH:2]([c:3]1[c:4]([OH:10])[cH:5][c:6]([OH:7])[cH:8][cH:9]1)[C:13]([CH2:12][Cl:11])=[O:14]. Reactants: C(CCC)[Li] (butyl lithium), solution, propylidene-cyclohexylimine, CC(CCC=O)=CCCC(=C)C=C (4-methyl-8-vinyl-4,8-nonadienal), C(C)(C)NC(C)C (diisopropylamine), C(C(=O)O)(=O)O (oxalic acid). The solvent is CCCCCC (hexane), CCOCC (ether), CCOCC (ether), O (water), CCOCC (ether), CCOCC (ether). Reaction conditions: time 0.5 hour. Product: C/C(=C\CCC(=C)C=C)/CC/C=C(\C)/C=O (β-sinensal). Yield: 70.0%. RXN SMILES: C([Li])CCC.C(N[CH:10]([CH3:12])[CH3:11])(C)C.[CH3:13][C:14](=[CH:19][CH2:20][CH2:21][C:22]([CH:24]=[CH2:25])=[CH2:23])[CH2:15][CH2:16][CH:17]=O.C(O)(=O)C(O)=[O:28]>CCCCCC.O.CCOCC>[CH3:13]/[C:14](/[CH2:15][CH2:16]/[CH:17]=[C:10](/[CH:11]=[O:28])\[CH3:12])=[CH:19]\[CH2:20][CH2:21][C:22]([CH:24]=[CH2:25])=[CH2:23]. Procedure details: A solution containing 600 ml. of absolute ether and 640 g. (1.5 moles) of butyl lithium in the form of a 15% solution in hexane was cooled to -10°. In the course of one hour, a solution of 128 g. of diisopropylamine (1.265 moles) in 600 ml. of absolute ether was added with stirring and under nitrogen, then the temperature was allowed to rise to 0°, and stirring was continued for an additional 1/2 hour. The solution was again cooled to -10° and a solution containing 208 g. of propylidene-cyclohex... Reactants: C12C(C3C1C(=O)OC3=O)C(=O)OC2=O (CBDA), C1=CC=C2C=C3C=C(C=CC3=CC2=C1)CCCC(=O)O (4-ABA). Run in CN1CCCC1=O (NMP). Yields the product C12C(C3C1C(=O)OC3=O)C(=O)OC2=O.C1=CC=C2C=C3C=C(C=CC3=CC2=C1)CCCC(=O)O (CBDA 4-ABA). As a reaction SMILES: [CH:1]12[C:13](=[O:14])[O:12][C:10](=[O:11])[CH:2]1[CH:3]1[C:8](=[O:9])[O:7][C:5](=[O:6])[CH:4]12.[CH:15]1[CH:28]=[C:27]2[C:18]([CH:19]=[C:20]3[C:25](=[CH:26]2)[CH:24]=[CH:23][C:22]([CH2:29][CH2:30][CH2:31][C:32]([OH:34])=[O:33])=[CH:21]3)=[CH:17][CH:16]=1>CN1C(=O)CCC1>[CH:2]12[C:10](=[O:11])[O:12][C:13](=[O:14])[CH:1]1[CH:4]1[C:5](=[O:6])[O:7][C:8](=[O:9])[CH:3]12.[CH:15]1[CH:28]=[C:27]2[C:18]([CH:19]=[C:20]3[C:25](=[CH:26]2)[CH:24]=[CH:23][C:22]([CH2:29][CH2:30][CH2:31][C:32]([OH:34])=[O:33])=[CH:21]3)=[CH:17][CH:16]=1 |f:3.4|. Procedure details: 19.22 g (0.098 mol) of CBDA, 9.77 g (0.08 mol) of 4-ABA and 5.85 g (0.02 mol) of DADOB were reacted in 197 g of NMP at room temperature for 5 hours to prepare a polyamic acid solution. The polymerization reaction proceeded easily and uniformly, and the molecular weights were measured in the same manner as in Preparation Example 1 and as a result, a solution of a polyamic acid having a number average molecular weight of 13,557 and a weight average molecular weight of 26,993 was obtained. Reactants: CCOC(OCC)P(=O)(CCC#N)OCC, CCO, [H][H], N. Yields the product CCOC(OCC)P(=O)(CCCN)OCC. RXN SMILES: [C:1](#[N:2])[CH2:3][CH2:4][P:5]([O:6][CH2:7][CH3:8])(=[O:9])[CH:10]([O:11][CH2:12][CH3:13])[O:14][CH2:15][CH3:16].[CH3:20][CH2:21][OH:22].[H:18][H:19].[NH3:17]>>[CH2:1]([NH2:2])[CH2:3][CH2:4][P:5]([O:6][CH2:7][CH3:8])(=[O:9])[CH:10]([O:11][CH2:12][CH3:13])[O:14][CH2:15][CH3:16]. Starting materials: ClCCl, CCC(CC)N(OCc1ccccc1)C(=O)OC(C)(C)C, O=C(O)C(F)(F)F. Product: CCC(CC)NOCc1ccccc1. RXN SMILES: [CH2:29]([Cl:30])[Cl:31].[CH2:8]([c:9]1[cH:10][cH:11][cH:12][cH:13][cH:14]1)[O:15][N:16]([C:17](=[O:18])[O:19][C:20]([CH3:21])([CH3:22])[CH3:23])[CH:24]([CH2:25][CH3:26])[CH2:27][CH3:28].[OH:1][C:2]([C:3]([F:4])([F:5])[F:6])=[O:7]>>[CH2:8]([c:9]1[cH:10][cH:11][cH:12][cH:13][cH:14]1)[O:15][NH:16][CH:24]([CH2:25][CH3:26])[CH2:27][CH3:28]. The reactants are C(C)OC(=O)C1=NC(=CC=C1N)C1CC1 (3-amino-6-cyclopropylpyridine-2-carboxylic acid ethyl ester), BrC=1C=NC=NC1 (5-bromopyrimidine), O (water), C([O-])([O-])=O.[K+].[K+] (potassium carbonate). The reagents and catalysts are C(C)(=O)[O-].[Pd+2].C(C)(=O)[O-] (Palladium(II) acetate), C1(=CC=CC=C1)P(C1=CC=CC=2C(C3=CC=CC(=C3OC12)P(C1=CC=CC=C1)C1=CC=CC=C1)(C)C)C1=CC=CC=C1 (4,5-bis(diphenylphosphino)-9,9-dimethylxanthene). Solvent: CC=1C=CC=CC1C (o-xylene), ClCCl (dichloromethane). Conditions: temperature 140 celsius, time 8 hour. The product is C(C)OC(=O)C1=NC(=CC=C1NC=1C=NC=NC1)C1CC1 (6-Cyclopropyl-3-(pyrimidin-5-ylamino)-pyridine-2-carboxylic acid ethyl ester). Yield: 75.7%. As a reaction SMILES: [CH2:1]([O:3][C:4]([C:6]1[C:11]([NH2:12])=[CH:10][CH:9]=[C:8]([CH:13]2[CH2:15][CH2:14]2)[N:7]=1)=[O:5])[CH3:2].Br[C:17]1[CH:18]=[N:19][CH:20]=[N:21][CH:22]=1.O.C(=O)([O-])[O-].[K+].[K+]>CC1C=CC=CC=1C.ClCCl.C([O-])(=O)C.[Pd+2].C([O-])(=O)C.C1(P(C2C=CC=CC=2)C2C3OC4C(=CC=CC=4P(C4C=CC=CC=4)C4C=CC=CC=4)C(C)(C)C=3C=CC=2)C=CC=CC=1>[CH2:1]([O:3][C:4]([C:6]1[C:11]([NH:12][C:17]2[CH:18]=[N:19][CH:20]=[N:21][CH:22]=2)=[CH:10][CH:9]=[C:8]([CH:13]2[CH2:14][CH2:15]2)[N:7]=1)=[O:5])[CH3:2] |f:3.4.5,8.9.10|. Procedure details: A suspension of 3-amino-6-cyclopropylpyridine-2-carboxylic acid ethyl ester (763 mg, 3.7 mmol), 5-bromopyrimidine (823 mg, 5.2 mmol), water (140 μl, 7.8 mmol) and potassium carbonate (920 mg, 6.7 mmol) in o-xylene (10 ml) was evacuated and vented with argon. Palladium(II) acetate (33 mg, 0.15 mmol) and 4,5-bis(diphenylphosphino)-9,9-dimethylxanthene (xantphos; 107 mg, 0.18 mmol) were consecutively added under inert gas atmosphere and the reaction mixture was heated to 140° C. and stirred overnig...